This data is from the Open Reaction Database (ORD), a public repository of structured organic reaction records. The task is: describe an organic reaction: reactants, conditions, products, and yield Reactants: CN1CCc2nc(Nc3cc(Br)cn(C)c3=O)sc2C1, CC(=O)OCc1c(B2OC(C)(C)C(C)(C)O2)cccc1N1CCn2c(cc3c2CCCC3)C1=O. Yields the product CC(=O)OCc1c(-c2cc(Nc3nc4c(s3)CN(C)CC4)c(=O)n(C)c2)cccc1N1CCn2c(cc3c2CCCC3)C1=O. RXN SMILES: [Br:35][c:36]1[cH:37][c:38]([NH:44][c:45]2[s:46][c:47]3[c:52]([n:53]2)[CH2:51][CH2:50][N:49]([CH3:54])[CH2:48]3)[c:39](=[O:43])[n:40]([CH3:42])[cH:41]1.[C:1]([CH3:2])(=[O:3])[O:4][CH2:5][c:6]1[c:7]([N:21]2[C:22](=[O:34])[c:23]3[n:24]([c:25]4[c:30]([cH:31]3)[CH2:29][CH2:28][CH2:27][CH2:26]4)[CH2:32][CH2:33]2)[cH:8][cH:9][cH:10][c:11]1[B:12]1[O:13][C:14]([CH3:15])([CH3:16])[C:17]([CH3:18])([CH3:19])[O:20]1>>[C:1]([CH3:2])(=[O:3])[O:4][CH2:5][c:6]1[c:7]([N:21]2[C:22](=[O:34])[c:23]3[n:24]([c:25]4[c:30]([cH:31]3)[CH2:29][CH2:28][CH2:27][CH2:26]4)[CH2:32][CH2:33]2)[cH:8][cH:9][cH:10][c:11]1-[c:36]1[cH:37][c:38]([NH:44][c:45]2[s:46][c:47]3[c:52]([n:53]2)[CH2:51][CH2:50][N:49]([CH3:54])[CH2:48]3)[c:39](=[O:43])[n:40]([CH3:42])[cH:41]1. Solvent: O (water), O (water). Isolated yield 69.8%. RXN SMILES: [CH2:1]([B-:5]([C:18]1[CH:23]=[CH:22][CH:21]=[CH:20][CH:19]=1)([C:12]1[CH:17]=[CH:16][CH:15]=[CH:14][CH:13]=1)[C:6]1[CH:11]=[CH:10][CH:9]=[CH:8][CH:7]=1)[CH2:2][CH2:3][CH3:4].[Li+].[Br-].[C:26]([S+:30]([C:38]([CH3:41])([CH3:40])[CH3:39])[CH2:31][C:32]1[CH:37]=[CH:36][CH:35]=[CH:34][CH:33]=1)([CH3:29])([CH3:28])[CH3:27]>O>[C:38]([S+:30]([C:26]([CH3:29])([CH3:28])[CH3:27])[CH2:31][C:32]1[CH:37]=[CH:36][CH:35]=[CH:34][CH:33]=1)([CH3:41])([CH3:40])[CH3:39].[CH2:1]([B-:5]([C:18]1[CH:23]=[CH:22][CH:21]=[CH:20][CH:19]=1)([C:6]1[CH:7]=[CH:8][CH:9]=[CH:10][CH:11]=1)[C:12]1[CH:17]=[CH:16][CH:15]=[CH:14][CH:13]=1)[CH2:2][CH2:3][CH3:4] |f:0.1,2.3,5.6|. Reported procedure: An aqueous solution of 4.83 g of lithium butyltriphenylborate in 100 ml of water was added to an aqueous solution of 5.00 g of di-tert-butylbenzylsulfonium bromide in 200 ml of water, and the resultant mixture was stirred at room temperature for 30 minutes. Then, the reaction mixture was filtered, and the resultant crystal was washed with water and dried to give 5.90 g of di-tert-butylbenzylsulfonium-butyltriphenylborate as a white crystal. Product: C(C)(C)(C)[S+](CC1=CC=CC=C1)C(C)(C)C.C(CCC)[B-](C1=CC=CC=C1)(C1=CC=CC=C1)C1=CC=CC=C1 (di-tert-butylbenzylsulfonium butyltriphenylborate). Reactants: resultant mixture, C(CCC)[B-](C1=CC=CC=C1)(C1=CC=CC=C1)C1=CC=CC=C1.[Li+] (lithium butyltriphenylborate), [Br-].C(C)(C)(C)[S+](CC1=CC=CC=C1)C(C)(C)C (di-tert-butylbenzylsulfonium bromide). The reactants are CNS(=O)(=O)CCCC(C)N(c1cc(Cl)ccc1CO)S(=O)(=O)c1ccc(Cl)cc1, N. RXN SMILES: [Cl:1][c:2]1[cH:3][cH:4][c:5]([S:8](=[O:9])(=[O:10])[N:11]([CH:12]([CH2:13][CH2:14][CH2:15][S:16](=[O:17])(=[O:18])[NH:19][CH3:20])[CH3:21])[c:22]2[c:23]([CH2:29][OH:30])[cH:24][cH:25][c:26]([Cl:28])[cH:27]2)[cH:6][cH:7]1.[NH3:31]>>[Cl:1][c:2]1[cH:3][cH:4][c:5]([S:8](=[O:9])(=[O:10])[N:11]([CH:12]([CH2:13][CH2:14][CH2:15][S:16](=[O:17])(=[O:18])[NH2:19])[CH3:21])[c:22]2[c:23]([CH2:29][OH:30])[cH:24][cH:25][c:26]([Cl:28])[cH:27]2)[cH:6][cH:7]1. Product: CC(CCCS(N)(=O)=O)N(c1cc(Cl)ccc1CO)S(=O)(=O)c1ccc(Cl)cc1. Starting materials: COC1=CC2=C(CC(N(CC2)CCCCl)=O)C=C1OC (3-(7,8-dimethoxy-1,3,4,5-tetrahydro-2H-3-benzazepin-2-on-3-yl)-1-chloropropane), C1(=CC=CC=C1)OCCNC (N-(2-phenyloxyethyl)-methylamine). The product is COC1=CC2=C(CC(N(CC2)CCCN(CCOC2=CC=CC=C2)C)=O)C=C1OC (N-[3-(7,8-Dimethoxy-1,3,4,5-tetrahydro-2H-3-benzazepin-2-on-3-yl)-propyl]-N-(2-phenyloxyethyl)-methylamine). RXN SMILES: [CH3:1][O:2][C:3]1[C:18]([O:19][CH3:20])=[CH:17][C:6]2[CH2:7][C:8](=[O:16])[N:9]([CH2:12][CH2:13][CH2:14]Cl)[CH2:10][CH2:11][C:5]=2[CH:4]=1.[C:21]1([O:27][CH2:28][CH2:29][NH:30][CH3:31])[CH:26]=[CH:25][CH:24]=[CH:23][CH:22]=1>>[CH3:1][O:2][C:3]1[C:18]([O:19][CH3:20])=[CH:17][C:6]2[CH2:7][C:8](=[O:16])[N:9]([CH2:12][CH2:13][CH2:14][N:30]([CH3:31])[CH2:29][CH2:28][O:27][C:21]3[CH:26]=[CH:25][CH:24]=[CH:23][CH:22]=3)[CH2:10][CH2:11][C:5]=2[CH:4]=1. Procedure details: The title compound is prepared from [3-(7,8-dimethoxy-1,3,4,5-tetrahydro-2H-3-benzazepin-2-on-3-yl)-1-chloropropane and N-(2-phenyloxyethyl)-methylamine analogously to Example 1. As a reaction SMILES: [CH2:1]([O:8][C:9]1[CH:14]=[CH:13][NH:12][C:11](=[O:15])[CH:10]=1)[C:2]1[CH:7]=[CH:6][CH:5]=[CH:4][CH:3]=1.Br[C:17]1[CH:25]=[C:24]2[C:20]([C:21]3[CH2:30][CH2:29][N:28]([C:31]([O:33][C:34]([CH3:37])([CH3:36])[CH3:35])=[O:32])[CH2:27][C:22]=3[N:23]2[CH3:26])=[CH:19][CH:18]=1>>[CH2:1]([O:8][C:9]1[CH:14]=[CH:13][N:12]([C:17]2[CH:25]=[C:24]3[C:20]([C:21]4[CH2:30][CH2:29][N:28]([C:31]([O:33][C:34]([CH3:37])([CH3:36])[CH3:35])=[O:32])[CH2:27][C:22]=4[N:23]3[CH3:26])=[CH:19][CH:18]=2)[C:11](=[O:15])[CH:10]=1)[C:2]1[CH:3]=[CH:4][CH:5]=[CH:6][CH:7]=1. Procedure: 4-(Benzyloxy)pyridin-2(1H)-one (580 mg, 0.28 mmol) and tert-butyl 7-bromo-9-methyl-3,4-dihydro-1H-pyrido[3,4-b]indole-2(9H)-carboxylate (850 mg, 0.23 mmol) were reacted following the procedure of Example 30 (step g) to provide the title compound (700 mg, 62%) as a green solid: 1H NMR (500 MHz, CDCl3) δ 7.52 (d, J=8.2 Hz, 1H), 7.44-7.39 (m, 4H), 7.38-7.35 (m, 1H), 7.31-7.28 (m, 2H), 7.01 (dd, J=8.3, 1.8 Hz, 1H), 6.09 (d, J=2.6 Hz, 1H), 6.04 (dd, J=7.6, 2.6 Hz, 1H), 5.05 (s, 2H), 4.64 (br m, 2H), ... The yield is 626.8%. Yields the product C(C1=CC=CC=C1)OC1=CC(N(C=C1)C1=CC=C2C3=C(N(C2=C1)C)CN(CC3)C(=O)OC(C)(C)C)=O (tert-Butyl 7-(4-(benzyloxy)-2-oxopyridin-1(2H)-yl)-9-methyl-3,4-dihydro-1H-pyrido[3,4-b]indole-2(9H)-carboxylate). The reactants are C(C1=CC=CC=C1)OC1=CC(NC=C1)=O (4-(Benzyloxy)pyridin-2(1H)-one), BrC1=CC=C2C3=C(N(C2=C1)C)CN(CC3)C(=O)OC(C)(C)C (tert-butyl 7-bromo-9-methyl-3,4-dihydro-1H-pyrido[3,4-b]indole-2(9H)-carboxylate). Reactants: Cl.C(C)(C)(C)C1=CC=2C(=NC3=C(NC2S1)C=CC=C3)N (2-tert-butyl-4H-3-thia-4,9-diaza-benzo[f]azulen-10-ylamine hydrochloride), CN1CCNCC1 (N-methyl-piperazine). Yields the product C(C)(C)(C)C1=CC=2C(=NC3=C(NC2S1)C=CC=C3)N3CCN(CC3)C (2-tert-Butyl-10-(4-methyl-piperazin-1-yl)-4H-3-thia-4,9-diaza-benzo[f]azulene). The yield is 78.2%. RXN SMILES: Cl.[C:2]([C:6]1[S:15][C:14]2[NH:13][C:12]3[CH:16]=[CH:17][CH:18]=[CH:19][C:11]=3[N:10]=[C:9]([NH2:20])[C:8]=2[CH:7]=1)([CH3:5])([CH3:4])[CH3:3].[CH3:21][N:22]1[CH2:27][CH2:26]N[CH2:24][CH2:23]1>>[C:2]([C:6]1[S:15][C:14]2[NH:13][C:12]3[CH:16]=[CH:17][CH:18]=[CH:19][C:11]=3[N:10]=[C:9]([N:20]3[CH2:26][CH2:27][N:22]([CH3:21])[CH2:23][CH2:24]3)[C:8]=2[CH:7]=1)([CH3:5])([CH3:3])[CH3:4] |f:0.1|. Reported procedure: By a method similar to Example 59, using 2-tert-butyl-4H-3-thia-4,9-diaza-benzo[f]azulen-10-ylamine hydrochloride (1.00 g, 3.26 mmol) and N-methyl-piperazine (1.9 g, 19 mmol) to obtain the title compound (904 mg, 78%) as a yellow powder: mp 125–130° C. (dec): 1H NMR (CDCl3) δ 1.29 (s, 9H), 2.35 (s, 3H), 2.50 (m, 4H), 3.53 (m, 4H), 4.96 (s, 1H), 6.33 (s, 1H), 6.60 (d, 1H), 6.87 (t, 1H), 6.96 (t, 1H), 7.02 (d, 1). Starting materials: CC(C)(C)OC(=O)c1cc(Br)cc(C(O)C(F)(F)F)c1, ClCCl, [Na+], [Na+], [Na+], O=C([O-])O, O=S([O-])[O-]. Product: CC(C)(C)OC(=O)c1cc(Br)cc(C(=O)C(F)(F)F)c1. Reaction SMILES: [Br:1][c:2]1[cH:3][c:4]([C:5](=[O:6])[O:7][C:8]([CH3:9])([CH3:10])[CH3:11])[cH:12][c:13]([CH:15]([C:16]([F:17])([F:18])[F:19])[OH:20])[cH:14]1.[Cl:32][CH2:33][Cl:34].[Na+:25].[Na+:30].[Na+:31].[O-:21][C:22]([OH:23])=[O:24].[S:26]([O-:27])([O-:28])=[O:29]>>[Br:1][c:2]1[cH:3][c:4]([C:5](=[O:6])[O:7][C:8]([CH3:9])([CH3:10])[CH3:11])[cH:12][c:13]([C:15]([C:16]([F:17])([F:18])[F:19])=[O:20])[cH:14]1. The reactants are Cc1ccccc1, [Cl-], Cl, [NH4+], CCCCCCCCCCCC(CC(=O)OC(C)(C)C)OC1CCCCO1. Yields the product CCCCCCCCCCCC(CC=O)OC1CCCCO1. Reaction SMILES: [CH3:31][c:32]1[cH:33][cH:34][cH:35][cH:36][cH:37]1.[Cl-:28].[ClH:30].[NH4+:29].[O:1]1[CH:2]([O:7][CH:8]([CH2:9][C:10](=[O:11])[O:12][C:13]([CH3:14])([CH3:15])[CH3:16])[CH2:17][CH2:18][CH2:19][CH2:20][CH2:21][CH2:22][CH2:23][CH2:24][CH2:25][CH2:26][CH3:27])[CH2:3][CH2:4][CH2:5][CH2:6]1>>[O:1]1[CH:2]([O:7][CH:8]([CH2:9][CH:10]=[O:11])[CH2:17][CH2:18][CH2:19][CH2:20][CH2:21][CH2:22][CH2:23][CH2:24][CH2:25][CH2:26][CH3:27])[CH2:3][CH2:4][CH2:5][CH2:6]1. Starting materials: NCC=1N(C(C2=CC=C(C=C2C1C1=CC=CC=C1)SC)=O)CC(C)C (3-(Aminomethyl)-2-isobutyl-6-(methylsulfanyl)-4-phenyl-1(2H)-isoquinolinone), Cl (hydrogen chloride). Solvent: C(C)(=O)OCC (ethyl acetate), C(C)(=O)OCC (ethyl acetate). Conditions: time 5 minute. Product: Cl.NCC=1N(C(C2=CC=C(C=C2C1C1=CC=CC=C1)SC)=O)CC(C)C (3-(Aminomethyl)-2-isobutyl-6-(methylsulfanyl)-4-phenyl-1(2H)-isoquinolinone hydrochloride). Isolated yield 95.0%. As a reaction SMILES: [NH2:1][CH2:2][C:3]1[N:4]([CH2:22][CH:23]([CH3:25])[CH3:24])[C:5](=[O:21])[C:6]2[C:11]([C:12]=1[C:13]1[CH:18]=[CH:17][CH:16]=[CH:15][CH:14]=1)=[CH:10][C:9]([S:19][CH3:20])=[CH:8][CH:7]=2.[ClH:26]>C(OCC)(=O)C>[ClH:26].[NH2:1][CH2:2][C:3]1[N:4]([CH2:22][CH:23]([CH3:25])[CH3:24])[C:5](=[O:21])[C:6]2[C:11]([C:12]=1[C:13]1[CH:18]=[CH:17][CH:16]=[CH:15][CH:14]=1)=[CH:10][C:9]([S:19][CH3:20])=[CH:8][CH:7]=2 |f:3.4|. Reported procedure: 3-(Aminomethyl)-2-isobutyl-6-(methylsulfanyl)-4-phenyl-1(2H)-isoquinolinone (0.13 g, 0.37 mmol) was dissolved in ethyl acetate (3 mL) and a solution (1 mL) of 4N hydrogen chloride in ethyl acetate was added thereto. The mixture was stirred for 5 min and concentrated under reduced pressure. The obtained residue was crystallized from ethyl acetate-diisopropyl ether (1:2) to give the title compound (0.14 g, 95%) as colorless crystals. Reactants: CC1=CC=C(C=C1)C1=C(C=CC=C1)[N+](=O)[O-] (2-(4-methylphenyl)nitrobenzene), P(=O)(OCC)(OCC)OCC (triethyl phosphate). Conditions: temperature 160 celsius, time 6 hour. Yields the product CC1=CC=2NC3=CC=CC=C3C2C=C1 (2-methylcarbazole). Yield: 58.8%. As a reaction SMILES: [CH3:1][C:2]1[CH:7]=[CH:6][C:5]([C:8]2[CH:13]=[CH:12][CH:11]=[CH:10][C:9]=2[N+:14]([O-])=O)=[CH:4][CH:3]=1.P(OCC)(OCC)(OCC)=O>>[CH3:1][C:2]1[CH:7]=[CH:6][C:5]2[C:8]3[C:9](=[CH:10][CH:11]=[CH:12][CH:13]=3)[NH:14][C:4]=2[CH:3]=1. Procedure details: 3 g of 2-(4-methylphenyl)nitrobenzene and 20 m of triethyl phosphate were heated and stirred at 160° C. for 6 hours. After triethyl phosphate was distilled off under reduced pressure, 10 ml of methanol was added, followed by filtration. The resulting solid was vacuum-dried to obtain 1.5 g of 2-methylcarbazole.